Dataset: the Open Reaction Database (ORD), a public repository of structured organic reaction records. Task: describe an organic reaction: reactants, conditions, products, and yield Procedure details: A mixture of 210 mg of (6R-trans)-3-[(acetyloxy)methyl]-7-[(4-methyl-2-thiazolyl)amino]-8-oxo-5-thia-1-azabicyclo[4.2.0]oct-2-ene-2-carboxylic acid, diphenylmethyl ester, trifluoroacetic acid and anisole in dichloromethane was reacted as described in Example 11, giving 123 mg of the desired product. Yields the product C(C)(=O)OCC1=C(N2C([C@H]([C@H]2SC1)NC=1SC=C(N1)C)=O)C(=O)O ((6R-trans)-3-[(Acetyloxy)methyl]-7-[(4-methyl-2-thiazolyl)amino]-8-oxo-5-thia-1-azabicyclo[4.2.0]oct-2-ene-2-carboxylic acid). Isolated yield 84.9%. RXN SMILES: [C:1]([O:4][CH2:5][C:6]1[CH2:13][S:12][C@H:11]2[N:8]([C:9](=[O:21])[C@H:10]2[NH:14][C:15]2[S:16][CH:17]=[C:18]([CH3:20])[N:19]=2)[C:7]=1[C:22]([O:24]C(C1C=CC=CC=1)C1C=CC=CC=1)=[O:23])(=[O:3])[CH3:2].FC(F)(F)C(O)=O.C1(OC)C=CC=CC=1>ClCCl>[C:1]([O:4][CH2:5][C:6]1[CH2:13][S:12][C@H:11]2[N:8]([C:9](=[O:21])[C@H:10]2[NH:14][C:15]2[S:16][CH:17]=[C:18]([CH3:20])[N:19]=2)[C:7]=1[C:22]([OH:24])=[O:23])(=[O:3])[CH3:2]. The solvent is ClCCl (dichloromethane). The reactants are C(C)(=O)OCC1=C(N2C([C@H]([C@H]2SC1)NC=1SC=C(N1)C)=O)C(=O)OC(C1=CC=CC=C1)C1=CC=CC=C1 ((6R-trans)-3-[(acetyloxy)methyl]-7-[(4-methyl-2-thiazolyl)amino]-8-oxo-5-thia-1-azabicyclo[4.2.0]oct-2-ene-2-carboxylic acid, diphenylmethyl ester), FC(C(=O)O)(F)F (trifluoroacetic acid), C1(=CC=CC=C1)OC (anisole). The reactants are CCO, CN(C)c1ccncc1, C(=NC1CCCCC1)=NC1CCCCC1, C1CCOC1, O=C(O)c1cc[nH]c1. Product: CCOC(=O)c1cc[nH]c1. As a reaction SMILES: [CH3:1][CH2:2][OH:3].[CH3:27][N:28]([CH3:29])[c:30]1[cH:31][cH:32][n:33][cH:34][cH:35]1.[CH:12]1([N:13]=[C:14]=[N:15][CH:16]2[CH2:17][CH2:18][CH2:19][CH2:20][CH2:21]2)[CH2:22][CH2:23][CH2:24][CH2:25][CH2:26]1.[O:36]1[CH2:37][CH2:38][CH2:39][CH2:40]1.[nH:4]1[cH:5][c:6]([C:9](=[O:10])[OH:11])[cH:7][cH:8]1>>[CH3:1][CH2:2][O:3][C:9]([c:6]1[cH:5][nH:4][cH:8][cH:7]1)=[O:10].